Dataset: the Open Reaction Database (ORD), a public repository of structured organic reaction records. Task: describe an organic reaction: reactants, conditions, products, and yield Reactants: COC1=NC=CC(=C1)CO ((2-methoxy-4-pyridinyl)methanol), C1(=CC=CC=C1)P(C1=CC=CC=C1)C1=CC=CC=C1 (triphenylphosphine), C(Br)(Br)(Br)Br (carbon tetrabromide). The solvent is C(Cl)Cl (DCM). Reaction conditions: temperature 0 celsius, time 2 hour. The product is BrCC1=CC(=NC=C1)OC (4-(bromomethyl)-2-methoxypyridine). The yield is 89.7%. Reaction SMILES: [CH3:1][O:2][C:3]1[CH:8]=[C:7]([CH2:9]O)[CH:6]=[CH:5][N:4]=1.C1(P(C2C=CC=CC=2)C2C=CC=CC=2)C=CC=CC=1.C(Br)(Br)(Br)[Br:31]>C(Cl)Cl>[Br:31][CH2:9][C:7]1[CH:6]=[CH:5][N:4]=[C:3]([O:2][CH3:1])[CH:8]=1. Procedure details: To a 100-mL round-bottomed flask was added (2-methoxy-4-pyridinyl)methanol (1.52 g, 10.92 mmol), triphenylphosphine (3.15 g, 12.02 mmol, Aldrich, St. Louis, Mo.), and carbon tetrabromide (1.165 mL, 12.02 mmol, Aldrich, St. Louis, Mo.) in DCM (20 mL). The reaction mixture was stirred at 0° C. for 2 h. The solvent was removed in vacuo and the residue was purified by silica gel chromatography, eluting with 20% EtOAc/hexanes to give 4-(bromomethyl)-2-methoxypyridine (1.98 g) as a colorless oil. Solvent: C(C)O (ethanol), Petroleum ether, petroleum ether, ClCCl (dichloromethane). The product is Cl.Cl.C(C)N(CCNC(C1=CC=C(C=C1)C=1C2=C(NN1)C1=CC=CC=C1C2)=O)CC (N-(2-diethylaminoethyl)-4-(1,4-dihydroindeno[1,2-c]-pyrazol-3-yl)- benzamide dihydrochloride). Reaction conditions: time 16 hour. Starting materials: N1N=C(C2=C1C1=CC=CC=C1C2)C2=CC=C(C(=O)OC)C=C2 (methyl 4-(1,4-dihydroindeno [1,2-c]pyrazol-3-yl)benzoate), C(C)N(CCN)CC (N,N-diethylethylenediamine), Cl (hydrogen chloride). As a reaction SMILES: [NH:1]1[C:5]2[C:6]3[C:11]([CH2:12][C:4]=2[C:3]([C:13]2[CH:22]=[CH:21][C:16]([C:17]([O:19]C)=O)=[CH:15][CH:14]=2)=[N:2]1)=[CH:10][CH:9]=[CH:8][CH:7]=3.[CH2:23]([N:25]([CH2:29][CH3:30])[CH2:26][CH2:27][NH2:28])[CH3:24].[ClH:31]>ClCCl.C(O)C>[ClH:31].[ClH:31].[CH2:23]([N:25]([CH2:29][CH3:30])[CH2:26][CH2:27][NH:28][C:17](=[O:19])[C:16]1[CH:21]=[CH:22][C:13]([C:3]2[C:4]3[CH2:12][C:11]4[C:6](=[CH:7][CH:8]=[CH:9][CH:10]=4)[C:5]=3[NH:1][N:2]=2)=[CH:14][CH:15]=1)[CH3:24] |f:5.6.7|. Procedure details: A mixture of methyl 4-(1,4-dihydroindeno[1,2-c]pyrazol-3-yl]benzoate (2.2 g, Example 7) and N,N-diethylethylenediamine (7 ml) was boiled under reflux for 5 hours. The mixture was cooled and stood for 16 hours at ambient temperature. Petroleum ether, b.p. 60-80° C. (50 ml) was added and then decanted off to leave a gum which was further treated with petroleum ether as above and the residual gum dissolved in dichloromethane and purified by flash column chromatography on silica using dichloromethan... The reactants are C(=O)(O)[O-].[Na+] (NaHCO3), FC1=CC=C(C=N1)C1=CC=C(C=C1)[C@H](C)N1C(O[C@](CC1)(C1=CC=CC=C1)CC(C)(C)O)=O (3-{(S)-1-[4-(6-fluoro-pyridin-3-yl)-phenyl]-ethyl}-(S)-6-(2-hydroxy-2-methylpropyl)-6-phenyl-[1,3]oxazinan-2-one), C([O-])([O-])=O.[K+].[K+] (potassium carbonate), N1[C@@H](C(=O)N)CCC1 (D-prolinamide). The solvent is CS(=O)C (dimethyl sulfoxide). Conditions: temperature 100 celsius, time 8 hour. The product is OC(C[C@@]1(CCN(C(O1)=O)[C@@H](C)C1=CC=C(C=C1)C=1C=CC(=NC1)N1[C@H](CCC1)C(=O)N)C1=CC=CC=C1)(C)C ((R)-1-[5-(4-{(S)-1-[(S)-6-(2-Hydroxy-2-methyl-propyl)-2-oxo-6-phenyl-[1,3]oxazinan-3-yl]-ethyl}-phenyl)-pyridin-2-yl]-pyrrolidine-2-carboxylic acid amide). Reaction SMILES: F[C:2]1[N:7]=[CH:6][C:5]([C:8]2[CH:13]=[CH:12][C:11]([C@@H:14]([N:16]3[CH2:21][CH2:20][C@:19]([CH2:28][C:29]([OH:32])([CH3:31])[CH3:30])([C:22]4[CH:27]=[CH:26][CH:25]=[CH:24][CH:23]=4)[O:18][C:17]3=[O:33])[CH3:15])=[CH:10][CH:9]=2)=[CH:4][CH:3]=1.C(=O)([O-])[O-].[K+].[K+].[NH:40]1[CH2:47][CH2:46][CH2:45][C@@H:41]1[C:42]([NH2:44])=[O:43].C([O-])(O)=O.[Na+]>CS(C)=O>[OH:32][C:29]([CH3:31])([CH3:30])[CH2:28][C@@:19]1([C:22]2[CH:27]=[CH:26][CH:25]=[CH:24][CH:23]=2)[O:18][C:17](=[O:33])[N:16]([C@H:14]([C:11]2[CH:12]=[CH:13][C:8]([C:5]3[CH:4]=[CH:3][C:2]([N:40]4[CH2:47][CH2:46][CH2:45][C@@H:41]4[C:42]([NH2:44])=[O:43])=[N:7][CH:6]=3)=[CH:9][CH:10]=2)[CH3:15])[CH2:21][CH2:20]1 |f:1.2.3,5.6|. Procedure: A mixture of 3-{(S)-1-[4-(6-fluoro-pyridin-3-yl)-phenyl]-ethyl}-(S)-6-(2-hydroxy-2-methylpropyl)-6-phenyl-[1,3]oxazinan-2-one (165 mg), potassium carbonate (76 mg), D-prolinamide (125 mg), and dimethyl sulfoxide (2 mL) was stirred at 100° C. overnight. After cooling to room temperature, aqueous NaHCO3 solution was added and the resulting mixture was extracted with dichloromethane. The combined extracts were concentrated and the residue was purified by HPLC on reversed phase (water/methanol) to g...